This data is from the Open Reaction Database (ORD), a public repository of structured organic reaction records. The task is: describe an organic reaction: reactants, conditions, products, and yield Reactants: C(C1=CC=CC=C1)OC1=CC=C(CN2C3=C(N[C@H]4[C@@H](C2=O)CCC4)C=CC=C3)C=C1 ((3aR*,10aS*)-9-(4-benzyloxybenzyl)-2,3,3a,4,9,10a-hexahydrobenzo[b ]cyclopenta[e][1,4]diazepin-10(1H)-one), C1(C=2C(C(N1CC(=O)Cl)=O)=CC=CC2)=O (phthalimidoacetyl chloride), C(O)([O-])=O.[Na+] (sodium hydrogencarbonate). The solvent is ClCCCl (1,2-dichloroethane). The product is C(C1=CC=CC=C1)OC1=CC=C(CN2C3=C(N([C@H]4[C@@H](C2=O)CCC4)C(CN4C(C=2C(C4=O)=CC=CC2)=O)=O)C=CC=C3)C=C1 ((3aR*,10aS*)-9-(4-Benzyloxybenzyl)-4-(phthalimidoacetyl)-2,3,3a,4,9,10a-hexahydrobenzo[b]cyclopenta[e][1,4]diazepin-10(1H)-one). Yield: 41.6%. RXN SMILES: [CH2:1]([O:8][C:9]1[CH:30]=[CH:29][C:12]([CH2:13][N:14]2[C:20](=[O:21])[C@H:19]3[CH2:22][CH2:23][CH2:24][C@H:18]3[NH:17][C:16]3[CH:25]=[CH:26][CH:27]=[CH:28][C:15]2=3)=[CH:11][CH:10]=1)[C:2]1[CH:7]=[CH:6][CH:5]=[CH:4][CH:3]=1.[C:31]1(=[O:45])[N:35]([CH2:36][C:37](Cl)=[O:38])[C:34](=[O:40])[C:33]2=[CH:41][CH:42]=[CH:43][CH:44]=[C:32]12.C(=O)([O-])O.[Na+]>ClCCCl>[CH2:1]([O:8][C:9]1[CH:10]=[CH:11][C:12]([CH2:13][N:14]2[C:20](=[O:21])[C@H:19]3[CH2:22][CH2:23][CH2:24][C@H:18]3[N:17]([C:37](=[O:38])[CH2:36][N:35]3[C:34](=[O:40])[C:33]4=[CH:41][CH:42]=[CH:43][CH:44]=[C:32]4[C:31]3=[O:45])[C:16]3[CH:25]=[CH:26][CH:27]=[CH:28][C:15]2=3)=[CH:29][CH:30]=1)[C:2]1[CH:3]=[CH:4][CH:5]=[CH:6][CH:7]=1 |f:2.3|. Procedure: To a solution of (3aR*,10aS*)-9-(4-benzyloxybenzyl)-2,3,3a,4,9,10a-hexahydrobenzo[b ]cyclopenta[e][1,4]diazepin-10(1H)-one (3.1 g, 7.8 mmol) in 1,2-dichloroethane was added phthalimidoacetyl chloride (1.9 g, 8.5 mmol). The mixture was refluxed for 17 hours. To the reaction mixture was added a saturated aqueous solution of sodium hydrogencarbonate. The aqueous layer was separated. The organic layer was washed with a saturated aqueous solution of sodium hydrogencarbonate, dried over magnesium sulf... Starting materials: C(C)(C)(C)OC(=O)NCC1=C(C=CC=C1)Br (N-(t-butoxycarbonyl)-2-bromobenzylamine), [Si](C1=CC=CC=C1)(C1=CC=CC=C1)(C(C)(C)C)OCC1=CC=C(C=C1)B(O)O (4-(t-butyldiphenylsilyoxymethyl)phenylboronic acid), [OH-].[Na+] (sodium hydroxide), C(C)(C)O (isopropanol). The reagents and catalysts are [Pd].C1(=CC=CC=C1)P(C1=CC=CC=C1)C1=CC=CC=C1.C1(=CC=CC=C1)P(C1=CC=CC=C1)C1=CC=CC=C1.C1(=CC=CC=C1)P(C1=CC=CC=C1)C1=CC=CC=C1.C1(=CC=CC=C1)P(C1=CC=CC=C1)C1=CC=CC=C1 (tetrakis(triphenylphosphine) palladium). The solvent is C1=CC=CC=C1 (benzene), O (water), O (water). The product is C(C)(C)(C)OC(=O)NCC1=C(C=CC=C1)C1=CC=C(C=C1)CO[Si](C1=CC=CC=C1)(C1=CC=CC=C1)C(C)(C)C (2′-[(t-Butoxycarbonylamino)methyl]4-[(t-butyldiphenylsiloxy)methyl]-1,1′-biphenyl). Yield: 100.0%. As a reaction SMILES: [Si:1]([O:18][CH2:19][C:20]1[CH:25]=[CH:24][C:23](B(O)O)=[CH:22][CH:21]=1)([C:14]([CH3:17])([CH3:16])[CH3:15])([C:8]1[CH:13]=[CH:12][CH:11]=[CH:10][CH:9]=1)[C:2]1[CH:7]=[CH:6][CH:5]=[CH:4][CH:3]=1.[OH-].[Na+].C(O)(C)C.[C:35]([O:39][C:40]([NH:42][CH2:43][C:44]1[CH:49]=[CH:48][CH:47]=[CH:46][C:45]=1Br)=[O:41])([CH3:38])([CH3:37])[CH3:36]>C1C=CC=CC=1.O.[Pd].C1(P(C2C=CC=CC=2)C2C=CC=CC=2)C=CC=CC=1.C1(P(C2C=CC=CC=2)C2C=CC=CC=2)C=CC=CC=1.C1(P(C2C=CC=CC=2)C2C=CC=CC=2)C=CC=CC=1.C1(P(C2C=CC=CC=2)C2C=CC=CC=2)C=CC=CC=1>[C:35]([O:39][C:40]([NH:42][CH2:43][C:44]1[CH:49]=[CH:48][CH:47]=[CH:46][C:45]=1[C:23]1[CH:24]=[CH:25][C:20]([CH2:19][O:18][Si:1]([C:14]([CH3:17])([CH3:16])[CH3:15])([C:8]2[CH:13]=[CH:12][CH:11]=[CH:10][CH:9]=2)[C:2]2[CH:7]=[CH:6][CH:5]=[CH:4][CH:3]=2)=[CH:21][CH:22]=1)=[O:41])([CH3:38])([CH3:36])[CH3:37] |f:1.2,7.8.9.10.11|. Reported procedure: To a solution of 3.2 g (8.2 mmol) of 4-(t-butyldiphenylsilyoxymethyl)phenylboronic acid (Step C) in 64 mL of benzene was added 2.2 mL of water, 6.4 mL of 5N aqueous sodium hydroxide, and 8.3 mL of isopropanol. To this mixture was added 180 mg (0.16 mmol) of tetrakis(triphenylphosphine) palladium and 2.20 g (7.81 mmol) of N-(t-butoxycarbonyl)-2-bromobenzylamine (Step D). The resulting mixture was heated under nitrogen at reflux for 2 hours then cooled to room temperature. The reaction mixture was... Reactants: CN1C(=NOC1=O)\C(\C1=CC=CC=C1)=N/OCC1=CC=CC(=N1)NC(OC(C)(C)C)=O (tert-butyl {6-[({[(Z)-(4-methyl-5-oxo-4,5-dihydro-1,2,4-oxadiazol-3-yl)(phenyl)methylene]amino}oxy)methyl]pyridin-2-yl}carbamate), [H-].[Na+] (sodium hydride), BrCCC1CCCCC1 ((2-Bromoethyl)cyclohexane). The solvent is CN(C=O)C (N,N-dimethylformamide). Run at time 30 minute. Product: C1(CCCCC1)CCN(C(OC(C)(C)C)=O)C1=NC(=CC=C1)CO\N=C(\C1=CC=CC=C1)/C1=NOC(N1C)=O (tert-butyl (2-cyclohexylethyl){6-[({[(Z)-(4-methyl-5-oxo-4,5-dihydro-1,2,4-oxadiazol-3-yl)(phenyl)methylene]amino}oxy)methyl]pyridin-2-yl}carbamate). Isolated yield 85.8%. RXN SMILES: [CH3:1][N:2]1[C:6](=[O:7])[O:5][N:4]=[C:3]1/[C:8](=[N:15]\[O:16][CH2:17][C:18]1[N:23]=[C:22]([NH:24][C:25](=[O:31])[O:26][C:27]([CH3:30])([CH3:29])[CH3:28])[CH:21]=[CH:20][CH:19]=1)/[C:9]1[CH:14]=[CH:13][CH:12]=[CH:11][CH:10]=1.[H-].[Na+].Br[CH2:35][CH2:36][CH:37]1[CH2:42][CH2:41][CH2:40][CH2:39][CH2:38]1>CN(C)C=O>[CH:37]1([CH2:36][CH2:35][N:24]([C:22]2[CH:21]=[CH:20][CH:19]=[C:18]([CH2:17][O:16]/[N:15]=[C:8](\[C:3]3[N:2]([CH3:1])[C:6](=[O:7])[O:5][N:4]=3)/[C:9]3[CH:10]=[CH:11][CH:12]=[CH:13][CH:14]=3)[N:23]=2)[C:25](=[O:31])[O:26][C:27]([CH3:28])([CH3:30])[CH3:29])[CH2:42][CH2:41][CH2:40][CH2:39][CH2:38]1 |f:1.2|. Procedure: A solution of tert-butyl {6-[({[(Z)-(4-methyl-5-oxo-4,5-dihydro-1,2,4-oxadiazol-3-yl)(phenyl)methylene]amino}oxy)methyl]pyridin-2-yl}carbamate (100 mg, 0.235 mmol, 1 eq.) in N,N-dimethylformamide (2 ml) was treated with sodium hydride (10 mg, 0.259 mmol, 1.1 eq.) and stirred at room temperature for 30 minutes. (2-Bromoethyl)cyclohexane (67 mg, 0.353 mmol, 1.5 eq.) was than added and stirring was allowed overnight. The reaction was quenched by addition of water and extracted with EtOAc (3×20 ml).... The reactants are CNN (methylhydrazine), ClC1=C(C=O)C=CC(=C1)Cl (2,4-dichlorobenzaldehyde). Run in C(C)O (ethanol). Reaction conditions: time 48 hour. The product is CNN=CC1=C(C=C(C=C1)Cl)Cl (2,4-Dichlorobenzaldehyde (N-methyl)hydrazone). RXN SMILES: [CH3:1][NH:2][NH2:3].[Cl:4][C:5]1[CH:12]=[C:11]([Cl:13])[CH:10]=[CH:9][C:6]=1[CH:7]=O>C(O)C>[CH3:1][NH:2][N:3]=[CH:7][C:6]1[CH:9]=[CH:10][C:11]([Cl:13])=[CH:12][C:5]=1[Cl:4]. Procedure details: 263 g (5.7 mol) of methylhydrazine were treated with a solution of 200 g (1.14 mol) of 2,4-dichlorobenzaldehyde in 1.2 l of ethanol. After the mixture had been stirred for 48 hours, the small amount of solids present was filtered off and the filtrate was then concentrated. Yield: quantitative. Starting materials: O=C([O-])[O-], CC#N, CC(C)CI, [K+], [K+], O=[N+]([O-])c1ccc(N2CCNCC2)cc1, C1COCCOCCOCCOCCOCCO1. Product: CC(C)CN1CCN(c2ccc([N+](=O)[O-])cc2)CC1. Reaction SMILES: [C:16](=[O:17])([O-:18])[O-:19].[CH3:45][C:46]#[N:47].[I:22][CH2:23][CH:24]([CH3:25])[CH3:26].[K+:20].[K+:21].[N+:1](=[O:2])([O-:3])[c:4]1[cH:5][cH:6][c:7]([N:10]2[CH2:11][CH2:12][NH:13][CH2:14][CH2:15]2)[cH:8][cH:9]1.[O:27]1[CH2:28][CH2:29][O:30][CH2:31][CH2:32][O:33][CH2:34][CH2:35][O:36][CH2:37][CH2:38][O:39][CH2:40][CH2:41][O:42][CH2:43][CH2:44]1>>[N+:1](=[O:2])([O-:3])[c:4]1[cH:5][cH:6][c:7]([N:10]2[CH2:11][CH2:12][N:13]([CH2:23][CH:24]([CH3:25])[CH3:26])[CH2:14][CH2:15]2)[cH:8][cH:9]1.